Dataset: the Open Reaction Database (ORD), a public repository of structured organic reaction records. Task: describe an organic reaction: reactants, conditions, products, and yield The reactants are C(C)(C)OC1=C(C(=O)O)C=C(C=C1)S(=O)(=O)C (2-isopropoxy-5-methanesulfonyl-benzoic acid), Cl.N1(CCNCC1)C=1SC=2C(N1)=C(C=CC2)O (2-Piperazin-1-yl-benzothiazol-4-ol hydrochloride). The solvent is O1CCCC1 (tetrahydrofuran). The product is OC1=CC=CC2=C1N=C(S2)N2CCN(CC2)C(=O)C2=C(C=CC(=C2)S(=O)(=O)C)OC(C)C ([4-(4-Hydroxy-benzothiazol-2-yl)-piperazin-1-yl]-(2-isopropoxy-5-methanesulfonyl -phenyl)-methanone). As a reaction SMILES: [CH:1]([O:4][C:5]1[CH:13]=[CH:12][C:11]([S:14]([CH3:17])(=[O:16])=[O:15])=[CH:10][C:6]=1[C:7]([OH:9])=O)([CH3:3])[CH3:2].Cl.[N:19]1([C:25]2[S:26][C:27]3[C:28](=[C:30]([OH:34])[CH:31]=[CH:32][CH:33]=3)[N:29]=2)[CH2:24][CH2:23][NH:22][CH2:21][CH2:20]1>O1CCCC1>[OH:34][C:30]1[C:28]2[N:29]=[C:25]([N:19]3[CH2:24][CH2:23][N:22]([C:7]([C:6]4[CH:10]=[C:11]([S:14]([CH3:17])(=[O:16])=[O:15])[CH:12]=[CH:13][C:5]=4[O:4][CH:1]([CH3:2])[CH3:3])=[O:9])[CH2:21][CH2:20]3)[S:26][C:27]=2[CH:33]=[CH:32][CH:31]=1 |f:1.2|. Procedure: Prepared in analogy to example 1.1 b) from 2-isopropoxy-5-methanesulfonyl-benzoic acid (Example 2.2) and 2-Piperazin-1-yl-benzothiazol-4-ol hydrochloride in tetrahydrofuran. The crude material was purified by chromatography (SiO2, heptane/ethyl acetate), and the residue was then triturated in ether to yield the title compound as a white solid. Reactants: [Al+3], COC(=O)CC(c1ccc(Cl)cc1)C1CC1, [H-], [H-], [H-], [H-], [Li+], C1CCOC1. Yields the product OCCC(c1ccc(Cl)cc1)C1CC1. Reaction SMILES: [Al+3:18].[CH:1]1([CH:4]([CH2:5][C:6](=[O:7])[O:8][CH3:9])[c:10]2[cH:11][cH:12][c:13]([Cl:16])[cH:14][cH:15]2)[CH2:2][CH2:3]1.[H-:17].[H-:20].[H-:21].[H-:22].[Li+:19].[O:23]1[CH2:24][CH2:25][CH2:26][CH2:27]1>>[CH:1]1([CH:4]([CH2:5][CH2:6][OH:7])[c:10]2[cH:11][cH:12][c:13]([Cl:16])[cH:14][cH:15]2)[CH2:2][CH2:3]1. Starting materials: CCONC(=O)C(=O)OC, CCO, NN, O. The product is CCONC(=O)C(=O)NN. RXN SMILES: [CH2:1]([CH3:2])[O:3][NH:4][C:5]([C:6](=[O:7])[O:8][CH3:9])=[O:10].[CH3:14][CH2:15][OH:16].[NH2:12][NH2:13].[OH2:11]>>[CH2:1]([CH3:2])[O:3][NH:4][C:5]([C:6](=[O:7])[NH:12][NH2:13])=[O:10]. The reactants are ClCCl (dichloromethane), C(C)(=O)OCC (ethyl acetate), N1(CCOCC1)C1=CC=C(C=N1)C1=NC(=C2C=CC=NC2=C1)OS(=O)(=O)C(F)(F)F (Trifluoromethanesulfonic acid 7-(6-morpholine-4-yl-pyridine-3-yl)-[1,6]-naphthyridine-5-yl ester), Cl (hydrochloric acid). Solvent: COC(C)(C)C (methyl-tert-butylether), CN1C(CCC1)=O (N-methyl-2-pyrrolidinone), O1CCOCC1 (dioxane). Product: ClC1=C2C=CC=NC2=CC(=N1)C=1C=NC(=CC1)N1CCOCC1 (5-chloro-7-(6-morpholine-4-yl-pyridine-3-yl)-1,6-naphthyridine). RXN SMILES: [N:1]1([C:7]2[N:12]=[CH:11][C:10]([C:13]3[CH:22]=[C:21]4[C:16]([CH:17]=[CH:18][CH:19]=[N:20]4)=[C:15](OS(C(F)(F)F)(=O)=O)[N:14]=3)=[CH:9][CH:8]=2)[CH2:6][CH2:5][O:4][CH2:3][CH2:2]1.Cl.[Cl:32]CCl.C(OCC)(=O)C>CN1CCCC1=O.O1CCOCC1.COC(C)(C)C>[Cl:32][C:15]1[N:14]=[C:13]([C:10]2[CH:11]=[N:12][C:7]([N:1]3[CH2:6][CH2:5][O:4][CH2:3][CH2:2]3)=[CH:8][CH:9]=2)[CH:22]=[C:21]2[C:16]=1[CH:17]=[CH:18][CH:19]=[N:20]2. Reported procedure: 400 mg Trifluoromethanesulfonic acid 7-(6-morpholine-4-yl-pyridine-3-yl)-[1,6]-naphthyridine-5-yl ester (6.5) in 5 mL N-methyl-2-pyrrolidinone was treated with 1.6 mL (4N) hydrochloric acid in dioxane for 30 min at 70° C. 2 mL dichloromethane, 20 mL ethyl acetate and 10 mL methyl-tert-butylether was added and the precipitate isolated and dried at 50° C. under vacuo. Reactants: Brc1cnc(I)nc1, C1CCOC1, CON(C)C(=O)c1cn(Cc2cccc(Br)n2)c2ccccc2c1=O, CC(C)[Mg+], [Cl-]. The product is O=C(c1ncc(Br)cn1)c1cn(Cc2cccc(Br)n2)c2ccccc2c1=O. RXN SMILES: [Br:26][c:27]1[cH:28][n:29][c:30]([I:33])[n:31][cH:32]1.[CH2:39]1[O:40][CH2:41][CH2:42][CH2:43]1.[CH3:1][O:2][N:3]([C:4](=[O:5])[c:6]1[cH:7][n:8]([CH2:17][c:18]2[n:19][c:20]([Br:24])[cH:21][cH:22][cH:23]2)[c:9]2[cH:10][cH:11][cH:12][cH:13][c:14]2[c:15]1=[O:16])[CH3:25].[CH:35]([Mg+:36])([CH3:37])[CH3:38].[Cl-:34]>>[C:4](=[O:5])([c:6]1[cH:7][n:8]([CH2:17][c:18]2[n:19][c:20]([Br:24])[cH:21][cH:22][cH:23]2)[c:9]2[cH:10][cH:11][cH:12][cH:13][c:14]2[c:15]1=[O:16])[c:30]1[n:29][cH:28][c:27]([Br:26])[cH:32][n:31]1. Reported procedure: A solution of 12-4 (260 mg, 0.6925 mmol), p-TSA (10 mg) and acetone (20 mL) was heated at reflux for 1 hr. NaHCO3 was added to the cooled reaction mixture and then the mixture was concentrated. The residue was diluted with CHCl3 and then washed with brine, dried (MgSO4), and concentrated to afford 12-5 as an oil. The reactants are C(C)OC(CN1C([C@H](C[C@H]1CC1=CC=CC=C1)CCC1(OCCO1)C)=O)=O ({5(S)-benzyl-3(S)-[2-(2-methyl-[1,3]dioxolan-2-yl)-ethyl]-2-oxo-pyrrolidin-1-yl}-acetic acid ethyl ester), CC=1C=CC(=CC1)S(=O)(=O)O (p-TSA), C(=O)(O)[O-].[Na+] (NaHCO3). Yields the product C(C)OC(CN1C([C@H](C[C@H]1CC1=CC=CC=C1)CCC(C)=O)=O)=O ([5(S)-benzyl-2-oxo-3(S)-(3-oxo-butyl)-pyrrolidin-1-yl]-acetic acid ethyl ester). RXN SMILES: [CH2:1]([O:3][C:4](=[O:27])[CH2:5][N:6]1[C@H:10]([CH2:11][C:12]2[CH:17]=[CH:16][CH:15]=[CH:14][CH:13]=2)[CH2:9][C@H:8]([CH2:18][CH2:19][C:20]2([CH3:25])OCC[O:21]2)[C:7]1=[O:26])[CH3:2].CC1C=CC(S(O)(=O)=O)=CC=1.C([O-])(O)=O.[Na+]>CC(C)=O>[CH2:1]([O:3][C:4](=[O:27])[CH2:5][N:6]1[C@H:10]([CH2:11][C:12]2[CH:17]=[CH:16][CH:15]=[CH:14][CH:13]=2)[CH2:9][C@H:8]([CH2:18][CH2:19][C:20](=[O:21])[CH3:25])[C:7]1=[O:26])[CH3:2] |f:2.3|. Solvent: CC(=O)C (acetone). Reactants: C(#N)C1=CC2=C(OC(C=C2N2C(C=CC(=C2)CO)=O)(C)C)C=C1 (6-cyano-2,2-dimethyl-4-(1,2-dihydro-2-oxo-5-hydroxymethyl-1-pyridinyl)-2H-benzo[b]pyran), F[B-](F)(F)F.O=[N+]=O (nitronium tetrafluoroborate), ice water. The solvent is C(Cl)Cl (methylene chloride). The product is C(#N)C1=CC2=C(OC(C=C2N2C(C=CC(=C2)CO[N+](=O)[O-])=O)(C)C)C=C1 (6-cyano-2,2-dimethyl-4-(1,2-dihydro-2-oxo-5-nitroxymethyl-1-pyridinyl)-2H-benzo[b]pyran). Yield: 49.3%. Reaction SMILES: [C:1]([C:3]1[CH:23]=[CH:22][C:6]2[O:7][C:8]([CH3:21])([CH3:20])[CH:9]=[C:10]([N:11]3[CH:16]=[C:15]([CH2:17][OH:18])[CH:14]=[CH:13][C:12]3=[O:19])[C:5]=2[CH:4]=1)#[N:2].F[B-](F)(F)F.[O:29]=[N+:30]=[O:31]>C(Cl)Cl>[C:1]([C:3]1[CH:23]=[CH:22][C:6]2[O:7][C:8]([CH3:20])([CH3:21])[CH:9]=[C:10]([N:11]3[CH:16]=[C:15]([CH2:17][O:18][N+:30]([O-:31])=[O:29])[CH:14]=[CH:13][C:12]3=[O:19])[C:5]=2[CH:4]=1)#[N:2] |f:1.2|. Procedure: In 10 ml of anhydrous methylene chloride, is suspended 581 mg of 6-cyano-2,2-dimethyl-4-(1,2-dihydro- 2-oxo-5-hydroxymethyl-1-pyridinyl)-2H-benzo[b]pyran obtained in Example 14. Then, 270 mg of nitronium tetrafluoroborate is added at room temperature and reacted at that temperature for 30 minutes. After stopping the reaction by adding ice water, the reaction mixture is extracted with methylene chloride, and the organic layer is washed with saturated aqueous solution of sodium chloride and dried ...